From a dataset of the Open Reaction Database (ORD), a public repository of structured organic reaction records. describe an organic reaction: reactants, conditions, products, and yield The reactants are [Cl-], Cl, CC(=Cc1cccc(SC(F)(F)F)c1)[N+](=O)[O-], [Fe], [Na+], [OH-]. As a reaction SMILES: [Cl-:18].[ClH:19].[F:1][C:2]([S:3][c:4]1[cH:5][c:6]([CH:10]=[C:11]([CH3:12])[N+:13]([O-:14])=[O:15])[cH:7][cH:8][cH:9]1)([F:16])[F:17].[Fe:22].[Na+:21].[OH-:20]>>[F:1][C:2]([S:3][c:4]1[cH:5][c:6]([CH2:10][C:11]([CH3:12])=[O:20])[cH:7][cH:8][cH:9]1)([F:16])[F:17]. Product: CC(=O)Cc1cccc(SC(F)(F)F)c1. Starting materials: O.[O-2].[O-2].[O-2].O=[Si]=O.O=[Si]=O.O=[Si]=O.O=[Si]=O.[Al+3].[Al+3] (Montmorillonite K10), C(OC)(OC)OC (trimethyl orthoformate), O=C1CC(CC1)CC(=O)OC (methyl 2-(3-oxocyclopentyl)acetate). Solvent: CCCCC (pentane). Reaction conditions: time 2 hour. The product is COC1(CC(CC1)CC(=O)OC)OC (Methyl 2-(3,3-dimethoxycyclopentyl)acetate). Yield: 90.9%. As a reaction SMILES: O.[O-2].[O-2].[O-2].O=[Si]=O.O=[Si]=O.O=[Si]=O.O=[Si]=O.[Al+3].[Al+3].[CH:19]([O:24][CH3:25])([O:22][CH3:23])OC.O=[C:27]1C[CH2:30][CH:29]([CH2:32][C:33]([O:35][CH3:36])=[O:34])[CH2:28]1>CCCCC>[CH3:25][O:24][C:19]1([O:22][CH3:23])[CH2:27][CH2:28][CH:29]([CH2:32][C:33]([O:35][CH3:36])=[O:34])[CH2:30]1 |f:0.1.2.3.4.5.6.7.8.9|. Reported procedure: Tetrahedron, 57 (2001), 5183. A mixture of Montmorillonite K10 (188 g, 571 mmol) in trimethyl orthoformate (316 mL, 2856 mmol) was stirred for 2 hrs under nitrogen. To the mixture was slowly added methyl 2-(3-oxocyclopentyl)acetate (89.2 g, 571 mmol), as a suspension in pentane (500 mL). The mixture was stirred for 16 hrs, then filtered through a CELITE® pad rinsing with pentane. The filtrate was concentrated under reduced pressure to afford the title compound (104.9 g, 519 mmol, 91% yield) as a... The reactants are C1(CC1)CS(=O)(=O)C=1C=C(C2=C(CC(O2)C)C1)C(=O)O (5-cyclopropylmethylsulphonyl-2-methyl-2,3-dihydrobenzofuran-7-carboxylic acid), C(Cl)(Cl)Cl (chloroform), C1(=CCCCC1)CN1C(CCC1)CN (1-cyclohexenylmethyl-2-aminomethylpyrrolidine), ClC(=O)OCC (ethyl chloroformate). The solvent is C(C)N(CC)CC (triethylamine), C(C)(=O)O (Acetic acid), O (water). Conditions: temperature 0 celsius, time 1 hour. The product is C1(=CCCCC1)CN1C(CCC1)CNC(=O)C1=CC(=CC=2CC(OC21)C)S(=O)(=O)CC2CC2 (N-(1-Cyclohexenylmethyl-2-pyrrolidinyl-methyl)-5-cyclopropylmethylsulphonyl-2-methyl-2,3-dihydrobenzofuran-7-carboxamide). As a reaction SMILES: [CH:1]1([CH2:4][S:5]([C:8]2[CH:9]=[C:10]([C:18](O)=[O:19])[C:11]3[O:15][CH:14]([CH3:16])[CH2:13][C:12]=3[CH:17]=2)(=[O:7])=[O:6])[CH2:3][CH2:2]1.C(Cl)(Cl)Cl.ClC(OCC)=O.[C:31]1([CH2:37][N:38]2[CH2:42][CH2:41][CH2:40][CH:39]2[CH2:43][NH2:44])[CH2:36][CH2:35][CH2:34][CH2:33][CH:32]=1>C(O)(=O)C.O.C(N(CC)CC)C>[C:31]1([CH2:37][N:38]2[CH2:42][CH2:41][CH2:40][CH:39]2[CH2:43][NH:44][C:18]([C:10]2[C:11]3[O:15][CH:14]([CH3:16])[CH2:13][C:12]=3[CH:17]=[C:8]([S:5]([CH2:4][CH:1]3[CH2:3][CH2:2]3)(=[O:7])=[O:6])[CH:9]=2)=[O:19])[CH2:36][CH2:35][CH2:34][CH2:33][CH:32]=1. Procedure details: 97 g of 5-cyclopropylmethylsulphonyl-2-methyl-2,3-dihydrobenzofuran-7-carboxylic acid, 350 ml of chloroform and 34 g of triethylamine were introduced into a 1-liter round-bottomed flask. The solution was cooled to 0° C. and 36 g of ethyl chloroformate were then added dropwise, while maintaining the temperature between 0° C. and 5° C. The contents were then stirred for 1 hour between 0° C. and 5° C. and 67 g of 1-cyclohexenylmethyl-2-aminomethylpyrrolidine were then poured in dropwise, between 5°... Starting materials: BrC(C(=O)C=1C=NC=CC1C)C (2-bromo-1-(4-methylpyridin-3-yl)propan-1-one), NS(=O)(=O)C=1C=C(C=CC1)C(N)=S (3-(aminosulfonyl)benzenecarbothioamide). The product is CC1=C(N=C(S1)C=1C=C(C=CC1)S(=O)(=O)N)C=1C=NC=CC1C (3-[5-methyl-4-(4-methylpyridin-3-yl)-1,3-thiazol-2-yl]benzenesulfonamide). The yield is 65.2%. RXN SMILES: Br[CH:2]([CH3:12])[C:3]([C:5]1[CH:6]=[N:7][CH:8]=[CH:9][C:10]=1[CH3:11])=O.[NH2:13][S:14]([C:17]1[CH:18]=[C:19]([C:23](=[S:25])[NH2:24])[CH:20]=[CH:21][CH:22]=1)(=[O:16])=[O:15]>>[CH3:12][C:2]1[S:25][C:23]([C:19]2[CH:18]=[C:17]([S:14]([NH2:13])(=[O:15])=[O:16])[CH:22]=[CH:21][CH:20]=2)=[N:24][C:3]=1[C:5]1[CH:6]=[N:7][CH:8]=[CH:9][C:10]=1[CH3:11]. Procedure details: By the reaction in the same manner as in Example 25-iii) using 2-bromo-1-(4-methylpyridin-3-yl)propan-1-one hydrobromate (520 mg) and 3-(aminosulfonyl)benzenecarbothioamide (361 mg), the title compound (376 mg) was obtained as colorless powder crystals. The reactants are C1(C=2C(C(N1CCS(=O)(=O)NC=1C=C3C=C(NC3=CC1)C(=O)N1CCC(CC1)N(C1=NC=CC=C1NC(C)C)C)=O)=CC=CC2)=O (1-[5-(2-Phthalimidoethanesulfonamido)indole-2-carbonyl]-4-[N-methyl-N-(3-(1-methylethylamino)-2-pyridinyl)amino]piperidine), O.NN (hydrazine monohydrate), O.NN (hydrazine monohydrate). Solvent: C(C)O (ethanol). Conditions: time 10 minute. Yields the product NCCS(=O)(=O)NC=1C=C2C=C(NC2=CC1)C(=O)N1CCC(CC1)N(C1=NC=CC=C1NC(C)C)C (1-[5-(2-Aminoethanesulfonamido)indole-2-carbonyl]-4-[N-methyl -N-(3(1-methylethylamino)-2-pyridinyl)amino]piperidine). RXN SMILES: C1(=O)[N:5]([CH2:6][CH2:7][S:8]([NH:11][C:12]2[CH:13]=[C:14]3[C:18](=[CH:19][CH:20]=2)[NH:17][C:16]([C:21]([N:23]2[CH2:28][CH2:27][CH:26]([N:29]([CH3:40])[C:30]4[C:35]([NH:36][CH:37]([CH3:39])[CH3:38])=[CH:34][CH:33]=[CH:32][N:31]=4)[CH2:25][CH2:24]2)=[O:22])=[CH:15]3)(=[O:10])=[O:9])C(=O)C2=CC=CC=C12.O.NN>C(O)C>[NH2:5][CH2:6][CH2:7][S:8]([NH:11][C:12]1[CH:13]=[C:14]2[C:18](=[CH:19][CH:20]=1)[NH:17][C:16]([C:21]([N:23]1[CH2:28][CH2:27][CH:26]([N:29]([CH3:40])[C:30]3[C:35]([NH:36][CH:37]([CH3:38])[CH3:39])=[CH:34][CH:33]=[CH:32][N:31]=3)[CH2:25][CH2:24]1)=[O:22])=[CH:15]2)(=[O:9])=[O:10] |f:1.2|. Procedure details: To a solution of 1-[5-(2-phthalimidoethanesulfonamido)indole-2-carbonyl]-4-[N-methyl-N-(3-(1-methylethylamino)-2-pyridinyl)amino]piperidine (EXAMPLE 31, 675 mg) in 95% ethanol (10 ml) under nitrogen is added hydrazine monohydrate (53 μl). The mixture is stirred at 70°-750° for 20 hrs during which additional hydrazine monohydrate (10 μl) is added, concentrated to remove ethanol, diluted with water (10 ml), acidified to pH 2 with 1M hydrochloric acid and stirred for 10 min. The mixture is then fil... Starting materials: [Si](C)(C)(C(C)(C)C)OCCNC(C)C (N-(2-(tert-Butyldimethylsilyloxy)ethyl)propan-2-amine), C(C1=CC=CC=C1)OC1=C(NC(=NC1=O)CC1=C(C=CC=C1)Br)C(=O)O (5-(benzyloxy)-2-(2-bromobenzyl)-6-oxo-3,6-dihydro-pyrimidine-4-carboxylic acid), O=P(Cl)(Cl)Cl (POCl3). Run in N1=CC=CC=C1 (pyridine), N1=CC=CC=C1 (pyridine). Yields the product [Si](C)(C)(C(C)(C)C)OCCN(C(=O)C=1NC(=NC(C1OCC1=CC=CC=C1)=O)CC1=C(C=CC=C1)Br)C(C)C (5-benzyloxy-2-(2-bromobenzyl)-6-oxo-3,6-dihydro-pyrimidine-4-carboxylic acid [2-(tert-butyl-dimethylsilanyloxy)-ethyl]-isopropylamide). The yield is 51.0%. Reaction SMILES: [CH2:1]([O:8][C:9]1[C:14](=[O:15])[N:13]=[C:12]([CH2:16][C:17]2[CH:22]=[CH:21][CH:20]=[CH:19][C:18]=2[Br:23])[NH:11][C:10]=1[C:24]([OH:26])=O)[C:2]1[CH:7]=[CH:6][CH:5]=[CH:4][CH:3]=1.[Si:27]([O:34][CH2:35][CH2:36][NH:37][CH:38]([CH3:40])[CH3:39])([C:30]([CH3:33])([CH3:32])[CH3:31])([CH3:29])[CH3:28].O=P(Cl)(Cl)Cl>N1C=CC=CC=1>[Si:27]([O:34][CH2:35][CH2:36][N:37]([CH:38]([CH3:40])[CH3:39])[C:24]([C:10]1[NH:11][C:12]([CH2:16][C:17]2[CH:22]=[CH:21][CH:20]=[CH:19][C:18]=2[Br:23])=[N:13][C:14](=[O:15])[C:9]=1[O:8][CH2:1][C:2]1[CH:7]=[CH:6][CH:5]=[CH:4][CH:3]=1)=[O:26])([C:30]([CH3:33])([CH3:32])[CH3:31])([CH3:29])[CH3:28]. Reported procedure: 5-(Benzyloxy)-2-(2-bromobenzyl)-6-oxo-3,6-dihydro-pyrimidine-4-carboxylic acid (68) (1 g, 2.41 mmol, Eq: 1.00) was dissolved in pyridine (20 ml) and N-(2-(tert-butyldimethylsilyloxy)ethyl)propan-2-amine (8b) (576 mg, 2.65 mmol, Eq: 1.1) was added. Precipitate formed and gave a thick slurry. Additional 5 ml of pyridine were added to ease stirring. The suspension was cooled in an ice/NaCl bath. POCl3 (1.11 g, 673 μl, 7.22 mmol, Eq: 3) was added dropwise, keeping the inside temperature below 0° C. ... Starting materials: COC1=CC=C(C=C1)C1(C2=CC=CC=C2C=2C=CC=CC12)O (9-(4-methoxyphenyl)-9H-fluoren-9-ol), COC([C@@H](NC(=O)OCC1C2=CC=CC=C2C=2C=CC=CC12)[C@H](O)C)=O (Nα -(9-fluorenylmethoxycarbonyl)-L-threonine methyl ester). Yields the product COC1=CC=C(C=C1)C1(C2=CC=CC=C2C=2C=CC=CC12)O[C@@H]([C@H](N)C(=O)O)C (O-[9-(4-Methoxyphenyl)-9H-fluoren-9-yl]-L-threonine). RXN SMILES: [CH3:1][O:2][C:3]1[CH:8]=[CH:7][C:6]([C:9]2([OH:22])[C:21]3[CH:20]=[CH:19][CH:18]=[CH:17][C:16]=3[C:15]3[C:10]2=[CH:11][CH:12]=[CH:13][CH:14]=3)=[CH:5][CH:4]=1.C[O:24][C:25](=[O:48])[C@H:26]([C@@H:45]([CH3:47])O)[NH:27]C(OCC1C2C=CC=CC=2C2C1=CC=CC=2)=O>>[CH3:1][O:2][C:3]1[CH:4]=[CH:5][C:6]([C:9]2([O:22][C@H:45]([CH3:47])[C@@H:26]([C:25]([OH:48])=[O:24])[NH2:27])[C:10]3[CH:11]=[CH:12][CH:13]=[CH:14][C:15]=3[C:16]3[C:21]2=[CH:20][CH:19]=[CH:18][CH:17]=3)=[CH:7][CH:8]=1. Procedure details: from 9-(4-methoxyphenyl)-9H-fluoren-9-ol (Example 3n) and Nα -(9-fluorenylmethoxycarbonyl)-L-threonine methyl ester;